Dataset: the Open Reaction Database (ORD), a public repository of structured organic reaction records. Task: describe an organic reaction: reactants, conditions, products, and yield The reactants are CN(C=O)C (dimethylformamide), C([O-])([O-])=O.[K+].[K+] (potassium carbonate), FC(C=1C=C(CCl)C=CC1)(F)F (m-trifluoromethyl benzyl chloride), CC(C)(C)NC=1OC(=C(N1)C(F)(F)F)C(=O)O (2-[(1,1-Dimethylethyl)amino]-4-(trifluoromethyl)-5-oxazolecarboxylic acid). The solvent is O (water). Yields the product CC(C)(C)NC=1OC(=C(N1)C(F)(F)F)C(=O)OCC1=CC(=CC=C1)C(F)(F)F (3-Trifluoromethylbenzyl 2-[(1,1-dimethylethyl)amino]-4-(trifluoromethyl)-5-oxazolecarboxylate). Isolated yield 161.3%. RXN SMILES: CN(C)C=O.C(=O)([O-])[O-].[K+].[K+].[F:12][C:13]([F:23])([F:22])[C:14]1[CH:15]=[C:16]([CH:19]=[CH:20][CH:21]=1)[CH2:17]Cl.[CH3:24][C:25]([NH:28][C:29]1[O:30][C:31]([C:38]([OH:40])=[O:39])=[C:32]([C:34]([F:37])([F:36])[F:35])[N:33]=1)([CH3:27])[CH3:26]>O>[CH3:27][C:25]([NH:28][C:29]1[O:30][C:31]([C:38]([O:40][CH2:17][C:16]2[CH:19]=[CH:20][CH:21]=[C:14]([C:13]([F:23])([F:22])[F:12])[CH:15]=2)=[O:39])=[C:32]([C:34]([F:35])([F:37])[F:36])[N:33]=1)([CH3:24])[CH3:26] |f:1.2.3|. Procedure: A reaction vessel was charged with 50 ml of dimethylformamide, 2.6 g (18.8 mmol) of potassium carbonate, and 5.36 g (28 mmol) of m-trifluoromethyl benzyl chloride. With this mixture stirred at ambient temperature under a nitrogen atmosphere, there was added 4.03 g (17 mmol) of 2-[(1,1-dimethylethyl)amino]-4-trifluoromethyl-5-oxazolecarboxylic acid (prepared by Example 26). The reaction mixture was stirred at ambient temperature for 36 hours. Then, the mixture was added to water and extracted fou... Starting materials: CCOC(=O)C.CCCCCC (EtOAc hexane), ClC1=C2N=CN(C2=NC(=N1)N)CC1=CC(=C(C(=C1)OC)OC)OC (6-chloro-9-(3,4,5-trimethoxy-benzyl)-9H-purin-2-ylamine), [N+](=O)(O)[O-] (HNO3). Solvent: C(C)(=O)O (acetic acid). The product is ClC1=C2N=CN(C2=NC(=N1)NC(C)=O)CC1=CC(=C(C(=C1)OC)OC)OC (N-[6-chloro-9-(3,4,5-trimethoxy-benzyl)-9H-purin-2-yl]-acetamide). RXN SMILES: [Cl:1][C:2]1[N:10]=[C:9]([NH2:11])[N:8]=[C:7]2[C:3]=1[N:4]=[CH:5][N:6]2[CH2:12][C:13]1[CH:18]=[C:17]([O:19][CH3:20])[C:16]([O:21][CH3:22])=[C:15]([O:23][CH3:24])[CH:14]=1.[N+]([O-])(O)=O.[CH3:29][CH2:30][O:31]C(C)=O.CCCCCC>C(O)(=O)C>[Cl:1][C:2]1[N:10]=[C:9]([NH:11][C:30](=[O:31])[CH3:29])[N:8]=[C:7]2[C:3]=1[N:4]=[CH:5][N:6]2[CH2:12][C:13]1[CH:14]=[C:15]([O:23][CH3:24])[C:16]([O:21][CH3:22])=[C:17]([O:19][CH3:20])[CH:18]=1 |f:2.3|. Reported procedure: A solution of 6-chloro-9-(3,4,5-trimethoxy-benzyl)-9H-purin-2-ylamine in acetic acid was treated with fuming HNO3 at 0° C. for 15 min. Work-up and preparative TLC (EtOAc:hexane 1:1) gave N-[6-chloro-9-(3,4,5-trimethoxy-benzyl)-9H-purin-2-yl]-acetamide. HPLC Rt: 5.744 min. 1H-NMR (CDCl3): δ 8.09 (s, 1H), 6.58 (s, 2H), 5.33 (s, 2H), 3.85 (s, 3H), 3.85 (s, 6H), 2.43 (s, 3H). Reactants: C1(=CC=CC2=CC=CC=C12)C1=CC(CC1)=O (3-napthalen-1-yl-cyclopent-2-enone), [Cl-].[Cl-].[Cl-].[Ce+3] (cerium trichloride), [BH4-].[Na+] (sodium borohydride). Run in C(C)O (ethanol). Conditions: time 0.5 hour. The product is C1(=CC=CC2=CC=CC=C12)C1=CC(CC1)O (3-naphthalen-1-yl-cyclopent-2-enol). Isolated yield 73.4%. As a reaction SMILES: [C:1]1([C:11]2[CH2:15][CH2:14][C:13](=[O:16])[CH:12]=2)[C:10]2[C:5](=[CH:6][CH:7]=[CH:8][CH:9]=2)[CH:4]=[CH:3][CH:2]=1.[Cl-].[Cl-].[Cl-].[Ce+3].[BH4-].[Na+]>C(O)C>[C:1]1([C:11]2[CH2:15][CH2:14][CH:13]([OH:16])[CH:12]=2)[C:10]2[C:5](=[CH:6][CH:7]=[CH:8][CH:9]=2)[CH:4]=[CH:3][CH:2]=1 |f:1.2.3.4,5.6|. Reported procedure: To a stirred solution of 3-napthalen-1-yl-cyclopent-2-enone (3.36 g, 16.13 mmol) in ethanol (150 mL) was added cerium trichloride (3.98 g, 16.13 mmol) followed portion-wise by sodium borohydride (0.73 g, 19.36 mmol, 1.2 eq.) at room temperature. The reaction mixture was stirred for 0.5 h, until the reaction was shown to be complete by TLC. The reaction was quenched by the addition of saturated aqueous ammonium chloride (100 mL) and the organics were removed in vacuo. The remaining aqueous layer ... The reactants are COC1=CC=C(C=C1)CCNC(=O)C1CCC1 (N-[2- (4 -methoxyphenyl)ethyl]cyclobutanecarboxamide), P(=O)(Cl)(Cl)Cl (phosphorus oxychloride), N (ammonia). The solvent is C(C)#N (acetonitrile). Yields the product C1(CCC1)C1=NCCC2=CC=C(C=C12)OC (1-cyclobutyl-7-methoxy-3,4-dihydroisoquinoline). Isolated yield 48.2%. As a reaction SMILES: [CH3:1][O:2][C:3]1[CH:8]=[CH:7][C:6]([CH2:9][CH2:10][NH:11][C:12]([CH:14]2[CH2:17][CH2:16][CH2:15]2)=O)=[CH:5][CH:4]=1.P(Cl)(Cl)(Cl)=O.N>C(#N)C>[CH:14]1([C:12]2[C:7]3[C:6](=[CH:5][CH:4]=[C:3]([O:2][CH3:1])[CH:8]=3)[CH2:9][CH2:10][N:11]=2)[CH2:17][CH2:16][CH2:15]1. Procedure: A solution of this amide (9 g) in dry acetonitrile (170 ml) containing phosphorus oxychloride (23.7 ml) was heated under reflux for 43 hours. The cooled mixture was then poured onto dilute ammonia solution and this mixture extracted with ethyl acetate (3×150 ml). The ethyl acetate solution was then extracted with dilute hydrochloric acid (3×100 ml). The aqueous acid extracts were basified by addition of aqueous ammonia solution and the mixture extracted with ethyl acetate. The organic extracts w... The reactants are C=O (formaldehyde), OC=1C=NC=CC1 (3-hydroxypyridine), CC(=O)O (CH3COOH). The solvent is [OH-].[Na+] (NaOH). Conditions: time 8 hour. Yields the product OC=1C(=NC(=CC1)CO)CO (3-Hydroxy-2,6-bis(hydroxymethyl)pyridine). RXN SMILES: [OH:1][C:2]1[CH:3]=[N:4][CH:5]=[CH:6][CH:7]=1.[CH2:8]=[O:9].C[C:11]([OH:13])=O>[OH-].[Na+]>[OH:1][C:2]1[C:3]([CH2:11][OH:13])=[N:4][C:5]([CH2:8][OH:9])=[CH:6][CH:7]=1 |f:3.4|. Procedure: 71.1 g (0.75 mol) of 3-hydroxypyridine are dissolved in 300 ml of a 10% aqueous NaOH solution. The combined mixture is brought to 90° C. and then 7×60 ml of a 30% formaldehyde solution are introduced portionwise (5.1 mol). The mixture is left at ambient temperature overnight and then neutralized with CH3COOH. It is concentrated and the residue is taken up in 600 ml of DMF. The insoluble light material is separated. The liquors are acidified with 75 ml 10N HCl. The mixture is concentrated. The re... Starting materials: BrC=1C(=C(C(=O)OC)C(=CC1)CS(=O)(=O)C1=CC(=CC=C1)Cl)OC (methyl 3-bromo-6-(3-chlorobenzenesulphonylmethyl)-2-methoxybenzoate), BrC=1C(=C(C(=O)OC)C(=CC1)CSC1=CC(=CC=C1)OC)OC (methyl 3-bromo-2-methoxy-6-(3-methoxyphenylthiomethyl)benzoate), BrC=1C(=C(C(=O)OC)C(=CC1)CSC1=CC(=CC=C1)OC)OC (methyl 3-bromo-2-methoxy-6-(3-methoxyphenylthiomethyl)benzoate). Product: BrC=1C(=C(C(=O)OC)C(=CC1)CS(=O)(=O)C1=CC(=CC=C1)OC)OC (Methyl 3-bromo-2-methoxy-6-(3-methoxybenzenesulphonylmethyl)benzoate). RXN SMILES: [Br:1][C:2]1[C:3]([O:23][CH3:24])=[C:4]([C:9]([CH2:12][S:13]([C:16]2[CH:21]=[CH:20][CH:19]=[C:18](Cl)[CH:17]=2)(=[O:15])=[O:14])=[CH:10][CH:11]=1)[C:5]([O:7][CH3:8])=[O:6].BrC1C(OC)=C(C(CSC2C=CC=C(OC)C=2)=CC=1)[C:29](OC)=[O:30]>>[Br:1][C:2]1[C:3]([O:23][CH3:24])=[C:4]([C:9]([CH2:12][S:13]([C:16]2[CH:21]=[CH:20][CH:19]=[C:18]([O:30][CH3:29])[CH:17]=2)(=[O:15])=[O:14])=[CH:10][CH:11]=1)[C:5]([O:7][CH3:8])=[O:6]. Procedure details: Prepared by proceeding in a similar manner to Intermediate 68, starting from methyl 3-bromo-2-methoxy-6-(3-methoxyphenylthiomethyl)benzoate (Intermediate 105). Procedure: Into a 1000-mL 4-necked round-bottom flask purged and maintained with an inert atmosphere of nitrogen, was placed a solution of 3-(1,3-dioxo-2,3-dihydro-1H-isoindol-2-yl)propanoic acid (40 g, 182.49 mmol, 1.00 equiv) in water (250 mL). This was followed by the addition of aniline (17 g, 182.55 mmol, 1.00 equiv). To this was added sodium carbonate (9.6 g, 90.57 mmol, 0.50 equiv). The resulting solution was stirred for 3 h at 25° C. The pH value of the solution was adjusted to 5-6 with hydrochlori... Run at temperature 25 celsius, time 3 hour. Reaction SMILES: [O:1]=[C:2]1[C:10]2[C:5](=[CH:6][CH:7]=[CH:8][CH:9]=2)[C:4](=[O:11])[N:3]1[CH2:12][CH2:13][C:14]([OH:16])=O.[NH2:17][C:18]1[CH:23]=[CH:22][CH:21]=[CH:20][CH:19]=1.C(=O)([O-])[O-].[Na+].[Na+].Cl>O>[O:11]=[C:4]1[C:5]2[C:10](=[CH:9][CH:8]=[CH:7][CH:6]=2)[C:2](=[O:1])[N:3]1[CH2:12][CH2:13][C:14]([NH:17][C:18]1[CH:23]=[CH:22][CH:21]=[CH:20][CH:19]=1)=[O:16] |f:2.3.4|. Yields the product O=C1N(C(C2=CC=CC=C12)=O)CCC(=O)NC1=CC=CC=C1 (3-(1,3-dioxo-2,3-dihydro-1H-isoindol-2-yl)-N-phenylpropanamide). Run in O (water). The reactants are O=C1N(C(C2=CC=CC=C12)=O)CCC(=O)O (3-(1,3-dioxo-2,3-dihydro-1H-isoindol-2-yl)propanoic acid), Cl (hydrochloric acid), NC1=CC=CC=C1 (aniline), C([O-])([O-])=O.[Na+].[Na+] (sodium carbonate). Reactants: N (ammonia), CN1S(C(C(C=C1C)=O)C)(=O)=O (2,3,6-trimethyl-2H-1,2-thiazin-5(6H)-one 1,1-dioxide). The solvent is CO (methanol). Reaction conditions: time 8 hour. The product is NC(=CC(C(S(=O)(=O)NC)C)=O)C (4-amino-N,1-dimethyl-2-oxo-3-pentenesulfonamide). Reaction SMILES: [NH3:1].[CH3:2][N:3]1[C:8]([CH3:9])=[CH:7][C:6](=[O:10])[CH:5]([CH3:11])[S:4]1(=[O:13])=[O:12]>CO>[NH2:1][C:8]([CH3:9])=[CH:7][C:6](=[O:10])[CH:5]([CH3:11])[S:4]([NH:3][CH3:2])(=[O:13])=[O:12]. Reported procedure: A moderately rapid stream of dry ammonia was introduced at 20°-25° during 3 hours into a solution of 2.5 g of 2,3,6-trimethyl-2H-1,2-thiazin-5(6H)-one 1,1-dioxide in 25 ml of methanol and the mixture was thereupon left to stand overnight. The dark yellow solution obtained was concentrated to dryness under reduced pressure and the crystalline residue was recrystallized from ethanol. There were obtained 2.3 g of 4-amino-N,1-dimethyl-2-oxo-3-pentenesulfonamide in the form of colorless crystals, m.p... The reactants are ClC=1C=CC=2C(C3=C(NC2C1)C(N(C3=O)NC3=CC=CC=C3)=O)=O (6-Chloro-2-anilino-2,3,4,9-tetrahydro-1H-pyrrolo[3,4-b]quinoline-1,3,9-trione), CS(=O)(=O)O (methanesulfonic acid). The solvent is CO (methanol). Yields the product ClC=1C=CC=2C(C3=C(NC2C1)C(N(NC3=O)C3=CC=CC=C3)O)=O (7-chloro-4-hydroxy-3-phenyl-1,2,5,10- tetrahydropyridazino[4,5-b]quinoline-1,10-dione). Isolated yield 28.1%. As a reaction SMILES: [Cl:1][C:2]1[CH:3]=[CH:4][C:5]2[C:6](=[O:24])[C:7]3[C:14](=[O:15])[N:13]([NH:16][C:17]4[CH:22]=[CH:21][CH:20]=[CH:19][CH:18]=4)[C:12](=[O:23])[C:8]=3[NH:9][C:10]=2[CH:11]=1.CS(O)(=O)=O>CO>[Cl:1][C:2]1[CH:3]=[CH:4][C:5]2[C:6](=[O:24])[C:7]3[C:14](=[O:15])[NH:13][N:16]([C:17]4[CH:22]=[CH:21][CH:20]=[CH:19][CH:18]=4)[CH:12]([OH:23])[C:8]=3[NH:9][C:10]=2[CH:11]=1. Reported procedure: 6-Chloro-2-anilino-2,3,4,9-tetrahydro-1H-pyrrolo[3,4-b]quinoline-1,3,9-trione (1.70 g, 5.00 mM) was stirred in methanol (0.85 L), and methanesulfonic acid (85 mL) was added. The yellow suspension was heated to reflux for 16 hours and cooled to room temperature. The resulting mixture was filtered (the filtrate was saved for use in Example 6), and the collected solids were washed with methanol and dried to give 7-chloro-4-hydroxy-3-phenyl-1,2,5,10- tetrahydropyridazino[4,5-b]quinoline-1,10-dione (... Reactants: CC1(OCCO1)C=1N=C(SC1)CN1N=C(C=C1)N (1-[4-(2-methyl-[1,3]dioxolan-2-yl)-thiazol-2-ylmethyl]-1H-pyrazol-3-ylamine), FC(C1=CC=C(C=C1)/C=C/C(=O)O)(F)F ((E)-3-(4-trifluoromethyl-phenyl)-acrylic acid). Product: C(C)(=O)C=1N=C(SC1)CN1N=C(C=C1)NC(\C=C\C1=CC=C(C=C1)C(F)(F)F)=O ((E)-N-[1-(4-Acetyl-thiazol-2-ylmethyl)-1H-pyrazol-3-yl]-3-(4-trifluoromethyl-phenyl)-acrylamide). Reaction SMILES: [CH3:1][C:2]1([C:7]2[N:8]=[C:9]([CH2:12][N:13]3[CH:17]=[CH:16][C:15]([NH2:18])=[N:14]3)[S:10][CH:11]=2)[O:6]CCO1.[F:19][C:20]([F:33])([F:32])[C:21]1[CH:26]=[CH:25][C:24](/[CH:27]=[CH:28]/[C:29](O)=[O:30])=[CH:23][CH:22]=1>>[C:2]([C:7]1[N:8]=[C:9]([CH2:12][N:13]2[CH:17]=[CH:16][C:15]([NH:18][C:29](=[O:30])/[CH:28]=[CH:27]/[C:24]3[CH:23]=[CH:22][C:21]([C:20]([F:32])([F:33])[F:19])=[CH:26][CH:25]=3)=[N:14]2)[S:10][CH:11]=1)(=[O:6])[CH3:1]. Procedure: Following general procedure B followed by C, starting from 1-[4-(2-methyl-[1,3]dioxolan-2-yl)-thiazol-2-ylmethyl]-1H-pyrazol-3-ylamine and (E)-3-(4-trifluoromethyl-phenyl)-acrylic acid. LC-MS-conditions 05: tR=0.86 min; [M+H]+=420.88.